From a dataset of the Open Reaction Database (ORD), a public repository of structured organic reaction records. describe an organic reaction: reactants, conditions, products, and yield The reactants are N#Cc1ccccc1-c1ccc(CBr)cc1, NC1(C(=O)OCc2ccccc2)CCCC1, CN(C)C=O, CCN(C(C)C)C(C)C. Yields the product N#Cc1ccccc1-c1ccc(CNC2(C(=O)OCc3ccccc3)CCCC2)cc1. RXN SMILES: [Br:1][CH2:2][c:3]1[cH:4][cH:5][c:6](-[c:9]2[c:10]([C:15]#[N:16])[cH:11][cH:12][cH:13][cH:14]2)[cH:7][cH:8]1.[CH2:17]([c:18]1[cH:19][cH:20][cH:21][cH:22][cH:23]1)[O:24][C:25](=[O:26])[C:27]1([NH2:32])[CH2:28][CH2:29][CH2:30][CH2:31]1.[CH3:42][N:43]([CH3:44])[CH:45]=[O:46].[CH:33]([N:34]([CH:35]([CH3:36])[CH3:37])[CH2:38][CH3:39])([CH3:40])[CH3:41]>>[CH2:2]([c:3]1[cH:4][cH:5][c:6](-[c:9]2[c:10]([C:15]#[N:16])[cH:11][cH:12][cH:13][cH:14]2)[cH:7][cH:8]1)[NH:32][C:27]1([C:25]([O:24][CH2:17][c:18]2[cH:19][cH:20][cH:21][cH:22][cH:23]2)=[O:26])[CH2:28][CH2:29][CH2:30][CH2:31]1. Reactants: nBu—Li-, F2, F1, BrC1=C(SC(=C1)C1=CC=C(C=C1)C(C)(C)C)C1=CC=C(C=C1)C(C)(C)C (3-bromo-2,5-bis(4-(tert-butyl)phenyl)thiophene), FC1(C(C(C(=C1F)F)(F)F)(F)F)F (octafluorocyclopentene), F2. Solvent: C1CCOC1.CCOCC (THF ether). Conditions: time 15 minute. Yields the product FC1(C(=C(C(C1(F)F)(F)F)C1=C(SC(=C1)C1=CC=C(C=C1)C(C)(C)C)C1=CC=C(C=C1)C(C)(C)C)C1=C(SC(=C1)C1=CC=C(C=C1)C(C)(C)C)C1=CC=C(C=C1)C(C)(C)C)F (3,3′-(perfluorocyclopent-1-ene-1,2-diyl)bis(2,5-bis(4-(tert-butyl)phenyl)thiophene)). RXN SMILES: Br[C:2]1[CH:6]=[C:5]([C:7]2[CH:12]=[CH:11][C:10]([C:13]([CH3:16])([CH3:15])[CH3:14])=[CH:9][CH:8]=2)[S:4][C:3]=1[C:17]1[CH:22]=[CH:21][C:20]([C:23]([CH3:26])([CH3:25])[CH3:24])=[CH:19][CH:18]=1.[F:27][C:28]1([F:39])[C:32](F)=[C:31](F)[C:30]([F:36])([F:35])[C:29]1([F:38])[F:37]>C1COCC1.CCOCC>[F:27][C:28]1([F:39])[C:29]([F:38])([F:37])[C:30]([F:36])([F:35])[C:31]([C:2]2[CH:6]=[C:5]([C:7]3[CH:8]=[CH:9][C:10]([C:13]([CH3:15])([CH3:14])[CH3:16])=[CH:11][CH:12]=3)[S:4][C:3]=2[C:17]2[CH:18]=[CH:19][C:20]([C:23]([CH3:24])([CH3:25])[CH3:26])=[CH:21][CH:22]=2)=[C:32]1[C:2]1[CH:6]=[C:5]([C:7]2[CH:12]=[CH:11][C:10]([C:13]([CH3:16])([CH3:15])[CH3:14])=[CH:9][CH:8]=2)[S:4][C:3]=1[C:17]1[CH:18]=[CH:19][C:20]([C:23]([CH3:26])([CH3:25])[CH3:24])=[CH:21][CH:22]=1 |f:2.3|. Procedure details: A solution of (30) in anhydrous THF/ether cooled to −45° C. and treated with nBu—Li-(2.5 M in hexanes, 35 mL, 87 mmol) dropwise under a n argon atmosphere. The reaction mixture was stirred for a further 15 minutes followed by addition of octafluorocyclopentene (5.6 mL, 41.5 mmol) using a cooled gas tight syringe. The reaction was allowed to stir until the temperature reached −10° C., quenched by the addition of 10% HCl (50 mL). The aqueous layer was separated and extracted with ether. The organi... The reactants are N1CC(C1)C(=O)O (azetidine-3-carboxylic acid), C1CCC2=NCCCN2CC1 (DBU), C(C)(=O)O[BH-](OC(C)=O)OC(C)=O.[Na+] (sodium triacetoxyborohydride), FC=1C=CC(=NC1)N1N=CC(=C1C(F)(F)F)C1=C2C(=NO1)C1=CC=C(C=C1CC2)C=O (3-(1-(5-fluoropyridin-2-yl)-5-(trifluoromethyl)-1H-pyrazol-4-yl)-4,5-dihydronaphtho[1,2-c]isoxazole-7-carbaldehyde), CO (MeOH), C(C)(=O)O[BH-](OC(C)=O)OC(C)=O.[Na+] (sodium triacetoxyborohydride). Run in ClCCl (dichloromethane). Run at time 8 hour. Yields the product FC=1C=CC(=NC1)N1N=CC(=C1C(F)(F)F)C1=C2C(=NO1)C1=CC=C(C=C1CC2)CN2CC(C2)C(=O)O (1-((3-(1-(5-fluoropyridin-2-yl)-5-(trifluoromethyl)-1H-pyrazol-4-yl)-4,5-dihydronaphtho[1,2-c]isoxazol-7-yl)methyl)azetidine-3-carboxylic acid), C(=O)(C(F)(F)F)O (TFA). Yield: 84.0%. RXN SMILES: [F:1][C:2]1[CH:3]=[CH:4][C:5]([N:8]2[C:12]([C:13]([F:16])([F:15])[F:14])=[C:11]([C:17]3[O:21][N:20]=[C:19]4[C:22]5[C:27]([CH2:28][CH2:29][C:18]=34)=[CH:26][C:25]([CH:30]=O)=[CH:24][CH:23]=5)[CH:10]=[N:9]2)=[N:6][CH:7]=1.[NH:32]1[CH2:35][CH:34]([C:36]([OH:38])=[O:37])[CH2:33]1.C1CCN2C(=NCCC2)CC1.C(O[BH-](OC(=O)C)OC(=O)C)(=[O:52])C.[Na+].[CH3:64][OH:65]>ClCCl>[F:1][C:2]1[CH:3]=[CH:4][C:5]([N:8]2[C:12]([C:13]([F:16])([F:14])[F:15])=[C:11]([C:17]3[O:21][N:20]=[C:19]4[C:22]5[C:27]([CH2:28][CH2:29][C:18]=34)=[CH:26][C:25]([CH2:30][N:32]3[CH2:35][CH:34]([C:36]([OH:38])=[O:37])[CH2:33]3)=[CH:24][CH:23]=5)[CH:10]=[N:9]2)=[N:6][CH:7]=1.[C:64]([OH:52])([C:13]([F:16])([F:15])[F:14])=[O:65] |f:3.4|. Procedure details: To a stirred mixture of 3-(1-(5-fluoropyridin-2-yl)-5-(trifluoromethyl)-1H-pyrazol-4-yl)-4,5-dihydronaphtho[1,2-c]isoxazole-7-carbaldehyde (Preparation 122C, 40 mg, 0.093 mmol), dichloromethane (4 mL) and MeOH (1 mL) was added azetidine-3-carboxylic acid (28.3 mg, 0.280 mmol) at room temperature followed by DBU (0.028 mL, 0.187 mmol). The reaction mixture was stirred at room temperature for 5 min. before sodium triacetoxyborohydride (59.4 mg, 0.280 mmol) was added in one lot. The mixture was sti... Starting materials: CC(C)OC(=O)/N=N/C(=O)OC(C)C (DIAD), C(C)(C)N1N=C(N=C1C1=CN2CCOC3=C(C2=N1)C=CC(=C3)O)C (2-(2-isopropyl-5-methyl-2H-[1,2,4]triazol-3-yl)-4,5-dihydro-6-oxa-1,3a-diazabenzo[e]azulen-8-ol), FC=1C=NC=CC1C(C)O (1-(3-fluoropyridin-4-yl)ethanol), C1=CC=C(C=C1)P(C2=CC=CC=C2)C3=CC=CC=C3 (PPh3). Solvent: O1CCOCC1 (dioxane). Run at time 2 hour. Yields the product FC=1C=NC=CC1C(C)OC1=CC2=C(C=3N(CCO2)C=C(N3)C3=NC(=NN3C(C)C)C)C=C1 (9-(1-(3-fluoropyridin-4-yl)ethoxy)-2-(1-isopropyl-3-methyl-1H-1,2,4-triazol-5-yl)-5,6-dihydrobenzo[f]imidazo[1,2-d][1,4]oxazepine). As a reaction SMILES: [CH:1]([N:4]1[C:8]([C:9]2[N:18]=[C:17]3[N:11]([CH2:12][CH2:13][O:14][C:15]4[CH:22]=[C:21]([OH:23])[CH:20]=[CH:19][C:16]=43)[CH:10]=2)=[N:7][C:6]([CH3:24])=[N:5]1)([CH3:3])[CH3:2].[F:25][C:26]1[CH:27]=[N:28][CH:29]=[CH:30][C:31]=1[CH:32](O)[CH3:33].C1C=CC(P(C2C=CC=CC=2)C2C=CC=CC=2)=CC=1.CC(OC(/N=N/C(OC(C)C)=O)=O)C>O1CCOCC1>[F:25][C:26]1[CH:27]=[N:28][CH:29]=[CH:30][C:31]=1[CH:32]([O:23][C:21]1[CH:20]=[CH:19][C:16]2[C:17]3[N:11]([CH:10]=[C:9]([C:8]4[N:4]([CH:1]([CH3:3])[CH3:2])[N:5]=[C:6]([CH3:24])[N:7]=4)[N:18]=3)[CH2:12][CH2:13][O:14][C:15]=2[CH:22]=1)[CH3:33]. Reported procedure: To a suspension of 2-(2-isopropyl-5-methyl-2H-[1,2,4]triazol-3-yl)-4,5-dihydro-6-oxa-1,3a-diazabenzo[e]azulen-8-ol (300 mg, 0.92 mmol), 1-(3-fluoropyridin-4-yl)ethanol (195 mg, 1.38 mmol) and PPh3 (411 mg, 1.57 mmol) in dioxane (5 mL) was added DIAD (325 μL, 1.57 mmol) and the resulting yellow solution stirred at RT for 2 h. The reaction mixture was partitioned between EtOAc and 1M NaOH, the organic phase dried (MgSO4) and concentrated in vacuo. The resulting residue was purified by column chrom... The reactants are CC=1N=C2N(C(C1C1=CC=C(C=C1)OC(F)(F)F)=O)C=CS2 (7-Methyl-6-[4-(trifluoromethoxy)phenyl]-5H-[1,3]thiazolo[3,2-a]-pyrimidin-5-one), C1(CCCC1)OC1=C(C=O)C=CC=C1OC (2-cyclopentyloxy-3-methoxybenzaldehyde), [O-]CC.[Na+] (sodium ethoxide). Run in C(C)O (ethanol). Yields the product C1(CCCC1)OC1=C(C=CC=C1OC)/C=C/C1=CN2C(=NC=C(C2=O)C2=CC=C(C=C2)OC(F)(F)F)S1 ((E)-2-{2-(Cyclopentyloxy-3-methoxyphenyl}-1-ethenyl]-6-[4-(trifluoro methoxy)-phenyl]-5H-[1,3]thiazolo[3,2-a]pyrimidin-5-one). The yield is 46.9%. RXN SMILES: C[C:2]1[N:3]=[C:4]2[S:22][CH:21]=[CH:20][N:5]2[C:6](=[O:19])[C:7]=1[C:8]1[CH:13]=[CH:12][C:11]([O:14][C:15]([F:18])([F:17])[F:16])=[CH:10][CH:9]=1.[CH:23]1([O:28][C:29]2[C:36]([O:37][CH3:38])=[CH:35][CH:34]=[CH:33][C:30]=2[CH:31]=O)[CH2:27][CH2:26][CH2:25][CH2:24]1.[O-][CH2:40]C.[Na+]>C(O)C>[CH:23]1([O:28][C:29]2[C:36]([O:37][CH3:38])=[CH:35][CH:34]=[CH:33][C:30]=2/[CH:31]=[CH:40]/[C:21]2[S:22][C:4]3=[N:3][CH:2]=[C:7]([C:8]4[CH:9]=[CH:10][C:11]([O:14][C:15]([F:16])([F:17])[F:18])=[CH:12][CH:13]=4)[C:6](=[O:19])[N:5]3[CH:20]=2)[CH2:27][CH2:26][CH2:25][CH2:24]1 |f:2.3|. Reported procedure: The title compound was synthesized by condensation of Intermediate 15 (350 mg, 1.012 mmol) with 2-cyclopentyloxy-3-methoxybenzaldehyde (330 mg, 1.501 mmol) in presence of sodium ethoxide (146 mg, 2.147 mmol) in ethanol (15 ml) according to the procedure of Example 24 to give 251 mg of the desired product as a pale yellow solid; 1H NMR (300 MHz, DMSO-d6) δ 1.54-1.62 (m, 6H), 1.75-1.82 (m, 2H), 3.77 (s, 3H), 4.80-4.87 (m, 1H), 6.84-6.93 (m, 2H), 6.98 (d, J=4.8 Hz, 2H), 7.46-7.52 (m, 5H), 7.98 (d, ... Reactants: Cl (HCl), ClC1=C(OC=2C=C(C=CC2NS(=O)(=O)C)S(=O)(=O)Cl)C=CC(=C1)Cl (3-(2,4-Dichlorophenoxy)-4-methylsulphonylaminobenzene-sulphonic acid chloride), N1CCOCC1 (morpholine), [OH-].[Na+] (NaOH). Solvent: O1CCOCC1 (dioxan), O1CCOCC1 (dioxan). Run at temperature 0 celsius, time 1 hour. Product: N1(CCOCC1)C(=O)N.ClC1=C(OC=2C=C(C=CC2NS(=O)(=O)C)S(=O)(=O)O)C=CC(=C1)Cl (3-(2,4-Dichlorophenoxy)-4-methylsulphonylaminobenzene-sulphonic acid morpholinamide). Reaction SMILES: [Cl:1][C:2]1[CH:23]=[C:22]([Cl:24])[CH:21]=[CH:20][C:3]=1[O:4][C:5]1[CH:6]=[C:7]([S:16](Cl)(=[O:18])=[O:17])[CH:8]=[CH:9][C:10]=1[NH:11][S:12]([CH3:15])(=[O:14])=[O:13].[NH:25]1[CH2:30]C[O:28]CC1.[OH-:31].[Na+].Cl>O1CCOCC1>[N:11]1([C:30]([NH2:25])=[O:31])[CH2:10][CH2:5][O:4][CH2:3][CH2:20]1.[Cl:1][C:2]1[CH:23]=[C:22]([Cl:24])[CH:21]=[CH:20][C:3]=1[O:4][C:5]1[CH:6]=[C:7]([S:16]([OH:28])(=[O:18])=[O:17])[CH:8]=[CH:9][C:10]=1[NH:11][S:12]([CH3:15])(=[O:14])=[O:13] |f:2.3,6.7|. Procedure: 3-(2,4-Dichlorophenoxy)-4-methylsulphonylaminobenzene-sulphonic acid chloride (1.36 g, 3.2 mmol) was dissolved in dioxan (5 ml) and at 0° C. added dropwise to a solution of morpholine (2.25 ml, 25.6 mmol) in 1N aqueous NaOH (26 ml, 26 mmol) and dioxan (20 ml). The mixture was stirred for 1 hour at 0° C., acidified with 1N HCl and extracted with ethyl acetate. The combined organic phases were dried over MgSO4 and the solvent was evaporated off. The residue was purified by chromatography (silica g... The reactants are [N+](=[N-])=C (diazomethane), ClC=1C=CC2=C([C@](O[C@H](C(N2)=O)C=C)(C(F)(F)F)\C=C\C2CC2)C1 (rel-(3S,5S)-trans-7-chloro-5-(2-cyclopropylethenyl)-1,5-dihydro-3-ethenyl-5-(trifluoromethyl)-4,1-benzoxazepin-2(3H)-one). The reagents and catalysts are C(C)(=O)[O-].[Pd+2].C(C)(=O)[O-] (palladium (II) acetate). Run in CCOCC (ether), CCOCC (ether). Run at time 30 minute. The product is ClC=1C=CC2=C([C@](O[C@H](C(N2)=O)C2CC2)(C(F)(F)F)\C=C\C2CC2)C1 (rel-(3S,5S)-trans-7-Chloro-5-(2-cyclopropylethenyl)-1,5-dihydro-3-cyclopropyl-5-(trifluoromethyl)-4,1-benzoxazepin-2(3H)-one). Isolated yield 62.0%. As a reaction SMILES: [Cl:1][C:2]1[CH:3]=[CH:4][C:5]2[NH:11][C:10](=[O:12])[C@H:9]([CH:13]=[CH2:14])[O:8][C@:7](/[CH:19]=[CH:20]/[CH:21]3[CH2:23][CH2:22]3)([C:15]([F:18])([F:17])[F:16])[C:6]=2[CH:24]=1.[N+](=[CH2:27])=[N-]>CCOCC.C([O-])(=O)C.[Pd+2].C([O-])(=O)C>[Cl:1][C:2]1[CH:3]=[CH:4][C:5]2[NH:11][C:10](=[O:12])[C@H:9]([CH:13]3[CH2:27][CH2:14]3)[O:8][C@:7](/[CH:19]=[CH:20]/[CH:21]3[CH2:23][CH2:22]3)([C:15]([F:16])([F:17])[F:18])[C:6]=2[CH:24]=1 |f:3.4.5|. Procedure details: To a solution of 73 mg of rel-(3S,5S)-trans-7-chloro-5-(2-cyclopropylethenyl)-1,5-dihydro-3-ethenyl-5-(trifluoromethyl)-4,1-benzoxazepin-2(3H)-one (from Example 42) in 7.5 mL of anhydrous ether was added first 4 mg of palladium (II) acetate and then a solution of approximately 1.23 mmol of diazomethane in 3.5 mL of ether. After stirring 30 min at room temperature, the reaction mixture was filtered through a pad of filter-aid and he filtrate was evaporated to dryness. The crude product was purifi... Reactants: COC1=C2CCC(C2=CC(=C1OC)OC)=O (4,5,6-trimethoxyindan-1-one), CC1=CC=C(C=C1)N=CC=1C(=CC2=C(OCO2)C1)N (6[[(4-methylphenyl)imino]methyl]-1,3-benzodioxol-5-amine). Product: COC=1C(=C(C=2CC=3C(=NC=4C=C5C(=CC4C3)OCO5)C2C1)OC)OC (7,8,9-trimethoxy-10H-1,3-dioxolo[4,5-g]indeno[1,2-b]quinoline). Isolated yield 0.0%. As a reaction SMILES: [CH3:1][O:2][C:3]1[C:11]([O:12][CH3:13])=[C:10]([O:14][CH3:15])[CH:9]=[C:8]2[C:4]=1[CH2:5][CH2:6][C:7]2=O.CC1C=CC(N=[CH:25][C:26]2[C:27]([NH2:35])=[CH:28][C:29]3[O:33][CH2:32][O:31][C:30]=3[CH:34]=2)=CC=1>>[CH3:15][O:14][C:10]1[C:11]([O:12][CH3:13])=[C:3]([O:2][CH3:1])[C:4]2[CH2:5][C:6]3[C:7]([C:8]=2[CH:9]=1)=[N:35][C:27]1[CH:28]=[C:29]2[O:33][CH2:32][O:31][C:30]2=[CH:34][C:26]=1[CH:25]=3. Reported procedure: Using the procedure of Example 1, 4,5,6-trimethoxyindan-1-one (1.10 mg, 4.8 mmol) is reacted with 6[[(4-methylphenyl)imino]methyl]-1,3-benzodioxol-5-amine (1.22 g, 4.8 mmol) to yields 7,8,9-trimethoxy-10H-1,3-dioxolo[4,5-g]indeno[1,2-b]quinoline (0.84 mg, 49.9% of theory).